From a dataset of the Open Reaction Database (ORD), a public repository of structured organic reaction records. describe an organic reaction: reactants, conditions, products, and yield Starting materials: ClC1=CC=C(C(=O)O)C=C1 (p-chlorobenzoic acid), P(=O)(Cl)(Cl)Cl (phosphorus oxychloride), [OH-].[Na+] (sodium hydroxide), P(=O)(O)(O)OP(=O)(O)O (pyrophosphoric acid), [CH-]1C=CC=C1.[CH-]1C=CC=C1.[Fe+2] (ferrocene), C(Cl)Cl (methylene chloride). The solvent is C(C)N(CC)CC (triethylamine), O (water). Yields the product ClC1=CC=C(C=C1)C=1[C-](C=CC1)C(=O)[C-]1C(=CC=C1)C1=CC=C(C=C1)Cl.[CH-]1C=CC=C1.[Fe+2].[CH-]1C=CC=C1.[Fe+2] (p-chlorophenylferrocenyl ketone). Yield: 61.0%. RXN SMILES: [Cl:1][C:2]1[CH:10]=[CH:9][C:5]([C:6](O)=O)=[CH:4][CH:3]=1.P(Cl)(Cl)(Cl)=O.P(OP(O)(O)=O)(O)(O)=O.[CH-:25]1[CH:29]=[CH:28][CH:27]=[CH:26]1.[CH-:30]1[CH:34]=[CH:33][CH:32]=[CH:31]1.[Fe+2:35].[OH-:36].[Na+].[CH2:38]([Cl:40])Cl>O.C(N(CC)CC)C>[Cl:1][C:2]1[CH:10]=[CH:9][C:5]([C:6]2[C-:10]([C:9]([C-:25]3[CH:29]=[CH:28][CH:27]=[C:26]3[C:33]3[CH:32]=[CH:31][C:38]([Cl:40])=[CH:30][CH:34]=3)=[O:36])[CH:2]=[CH:3][CH:4]=2)=[CH:4][CH:3]=1.[CH-:6]1[CH:5]=[CH:9][CH:10]=[CH:2]1.[Fe+2:35].[CH-:6]1[CH:5]=[CH:9][CH:10]=[CH:2]1.[Fe+2:35] |f:3.4.5,6.7,11.12.13.14.15|. Procedure: 5.30 of p-chlorobenzoic acid, 1.0 ml of triethylamine, and 2 ml of phosphorus oxychloride were added and stirred at 0° C. for 30 minutes with 40 ml of methylene chloride, and 60 ml of pyrophosphoric acid and 6.0 g of ferrocene were added. The resulting mixture was heat-refluxed, then poured into water, and made to be basic with sodium hydroxide, subjected to extraction with methylene chloride, and dried. Subsequently, the unreacted ferrocene was removed with column chromatography, to obtain 6.16...